Dataset: the Open Reaction Database (ORD), a public repository of structured organic reaction records. Task: describe an organic reaction: reactants, conditions, products, and yield Reactants: ClC1=C(C=C(C(=C1)F)CO)S(=O)(=O)N (2-chloro-4-fluoro-5-(hydroxymethyl)benzenesulfonamide). Reagents/catalysts: O=[Mn]=O (MnO2). Solvent: CC(=O)C (acetone). Run at time 50 hour. Product: ClC1=C(C=C(C(=C1)F)C=O)S(=O)(=O)N (2-Chloro-4-fluoro-5-formylbenzenesulfonamide). The yield is 60.1%. Reaction SMILES: [Cl:1][C:2]1[CH:7]=[C:6]([F:8])[C:5]([CH2:9][OH:10])=[CH:4][C:3]=1[S:11]([NH2:14])(=[O:13])=[O:12]>CC(C)=O.O=[Mn]=O>[Cl:1][C:2]1[CH:7]=[C:6]([F:8])[C:5]([CH:9]=[O:10])=[CH:4][C:3]=1[S:11]([NH2:14])(=[O:12])=[O:13]. Procedure: A solution of 2-chloro-4-fluoro-5-(hydroxymethyl)benzenesulfonamide (440 mg, 1.84 mmol) in acetone (18 mL) was added to a round bottom flask containing MnO2 (1.60 g, 18.4 mmol). The mixture was stirred for 50 hours until the starting material was gone, then filtered though a pad of celite. The filtrate was evaporated to afford the product (263 mg, 60%) as a white solid. MS (ES+) m/z 238 [M+H]+. The product is CSC(C)(C)C(=O)NC(CS)C(=O)O. Starting materials: O=C([O-])[O-], CSC(C)(C)C(=O)Cl, Cl, [K+], [K+], NC(CS)C(=O)O. Reaction SMILES: [C:17](=[O:18])([O-:19])[O-:20].[CH3:8][C:9]([C:10](=[O:11])[Cl:12])([CH3:13])[S:14][CH3:15].[ClH:16].[K+:21].[K+:22].[NH2:1][CH:2]([CH2:3][SH:4])[C:5]([OH:6])=[O:7]>>[NH:1]([CH:2]([CH2:3][SH:4])[C:5]([OH:6])=[O:7])[C:10]([C:9]([CH3:8])([CH3:13])[S:14][CH3:15])=[O:11]. The yield is 65.9%. Product: C(C)OC(=O)C1CCN(CC1)C1=CC=C(C(=O)O)C=C1 (4-[4-(Ethoxycarbonyl)piperidin-1-yl]benzoic acid). Run in C1CCOC1 (THF), N1CCOCC1 (morpholine). RXN SMILES: [CH2:1]([O:3][C:4]([CH:6]1[CH2:11][CH2:10][N:9]([C:12]2[CH:17]=[CH:16][C:15]([C:18]([O:20]CC=C)=[O:19])=[CH:14][CH:13]=2)[CH2:8][CH2:7]1)=[O:5])[CH3:2]>C1COCC1.N1CCOCC1.C1C=CC([P]([Pd]([P](C2C=CC=CC=2)(C2C=CC=CC=2)C2C=CC=CC=2)([P](C2C=CC=CC=2)(C2C=CC=CC=2)C2C=CC=CC=2)[P](C2C=CC=CC=2)(C2C=CC=CC=2)C2C=CC=CC=2)(C2C=CC=CC=2)C2C=CC=CC=2)=CC=1>[CH2:1]([O:3][C:4]([CH:6]1[CH2:7][CH2:8][N:9]([C:12]2[CH:13]=[CH:14][C:15]([C:18]([OH:20])=[O:19])=[CH:16][CH:17]=2)[CH2:10][CH2:11]1)=[O:5])[CH3:2] |^1:38,40,59,78|. The reagents and catalysts are C=1C=CC(=CC1)[P](C=2C=CC=CC2)(C=3C=CC=CC3)[Pd]([P](C=4C=CC=CC4)(C=5C=CC=CC5)C=6C=CC=CC6)([P](C=7C=CC=CC7)(C=8C=CC=CC8)C=9C=CC=CC9)[P](C=1C=CC=CC1)(C=1C=CC=CC1)C=1C=CC=CC1 (tetrakis(triphenylphosphine)palladium). Conditions: time 1.5 hour. Procedure details: To a solution of 4.74 g of 1-{4-[(allyloxy)carbonyl]phenyl}piperidine-4-carboxylic acid ethyl ester in 75 ml of THF, 2.10 ml of morpholine and 390 mg of tetrakis(triphenylphosphine)palladium were added, and the mixture was stirred at 60 for 1.5 hours. After the solvent was evaporated under reduced pressure, EtOAc was added to the residue, and the reaction solution was washed with NaHCO3 aq. three times. To the collected saturated NaHCO3 aq., conc. HCl was added, and the produced precipitate was ... The reactants are C(C)OC(=O)C1CCN(CC1)C1=CC=C(C=C1)C(=O)OCC=C (1-{4-[(allyloxy)carbonyl]phenyl}piperidine-4-carboxylic acid ethyl ester).